From a dataset of the Open Reaction Database (ORD), a public repository of structured organic reaction records. describe an organic reaction: reactants, conditions, products, and yield Reaction SMILES: [C:1]([CH3:2])([CH3:3])([CH3:4])[O:5][C:6](=[O:7])[CH:8]1[N:9]([C:13]([CH:14]([C:15]([CH3:16])([CH3:17])[CH3:18])[NH:19][C:20]([c:21]2[cH:22][c:23]([Cl:28])[c:24]([NH2:27])[cH:25][cH:26]2)=[O:29])=[O:30])[CH2:10][CH2:11][CH2:12]1.[Cl:43][CH2:44][Cl:45].[F:31][C:32]([F:33])([F:34])[C:35]([OH:36])=[O:37].[Na+:42].[O-:38][C:39]([OH:40])=[O:41]>>[O:5]=[C:6]([OH:7])[CH:8]1[N:9]([C:13]([CH:14]([C:15]([CH3:16])([CH3:17])[CH3:18])[NH:19][C:20]([c:21]2[cH:22][c:23]([Cl:28])[c:24]([NH2:27])[cH:25][cH:26]2)=[O:29])=[O:30])[CH2:10][CH2:11][CH2:12]1. Product: CC(C)(C)C(NC(=O)c1ccc(N)c(Cl)c1)C(=O)N1CCCC1C(=O)O. The reactants are CC(C)(C)OC(=O)C1CCCN1C(=O)C(NC(=O)c1ccc(N)c(Cl)c1)C(C)(C)C, ClCCl, O=C(O)C(F)(F)F, [Na+], O=C([O-])O.